This data is from the Open Reaction Database (ORD), a public repository of structured organic reaction records. The task is: describe an organic reaction: reactants, conditions, products, and yield Reactants: CN(C1=CC=C(C=C1)C1CC(CC(C1)=O)=O)C (5-(4-dimethylamino-phenyl)-cyclohexane-1,3-dione), C1CCCC12CC(CC(C2)=O)=O (spiro[4.5]decane-7,9-dione), C(C)(=O)[O-].[NH4+] (ammonium acetate). The product is NC1=CC(CC2(CCCC2)C1)=O (9-Amino-spiro[4.5]dec-8-en-7-one). As a reaction SMILES: CN(C)[C:3]1[CH:8]=[CH:7][C:6]([CH:9]2[CH2:14][C:13](=[O:15])[CH2:12][C:11](=O)[CH2:10]2)=CC=1.C1C2(CC(=O)CC(=O)C2)CCC1.C([O-])(=O)C.[NH4+:34]>>[NH2:34][C:11]1[CH2:10][C:9]2([CH2:6][CH2:7][CH2:8][CH2:3]2)[CH2:14][C:13](=[O:15])[CH:12]=1 |f:2.3|. Procedure: In analogy to (Baraldi, P. G.; Simoni, D.; Manfredini, S.; Synthesis 1983, (11) 902-903 spiro[4.5]decane-7,9-dione was reacted with ammonium acetate to give the title compound as a colorless solid.